Dataset: the Open Reaction Database (ORD), a public repository of structured organic reaction records. Task: describe an organic reaction: reactants, conditions, products, and yield The reactants are C(CCC)[Li] (n-butyllithium), crude product, C(C1=CC=CC=C1)OC1=CC(=C(C=C1)C)I (4-benzyloxy-2-iodo-1-methybenzene), CC(C)(CO)CO (neopentylglycol), B(OC(C)C)(OC(C)C)OC(C)C (triisopropyl borate). Solvent: C1(=CC=CC=C1)C (toluene), O1CCCC1 (tetrahydrofuran), ClCCl (dichloromethane). Reaction conditions: temperature -78 celsius, time 30 minute. Yields the product C(C1=CC=CC=C1)OC=1C=CC(=C(C1)B1OCC(CO1)(C)C)C (2-(5-benzyloxy-2-methylphenyl)-5,5-dimethyl-[1,3,2]dioxaborinane). Yield: 131.8%. Reaction SMILES: [CH2:1]([O:8][C:9]1[CH:14]=[CH:13][C:12]([CH3:15])=[C:11](I)[CH:10]=1)[C:2]1[CH:7]=[CH:6][CH:5]=[CH:4][CH:3]=1.[B:17](OC(C)C)([O:22][CH:23](C)C)[O:18][CH:19](C)C.C([Li])[CH2:31][CH2:32][CH3:33].CC(CO)(CO)C>ClCCl.C1(C)C=CC=CC=1.O1CCCC1>[CH2:1]([O:8][C:9]1[CH:14]=[CH:13][C:12]([CH3:15])=[C:11]([B:17]2[O:22][CH2:23][C:32]([CH3:31])([CH3:33])[CH2:19][O:18]2)[CH:10]=1)[C:2]1[CH:7]=[CH:6][CH:5]=[CH:4][CH:3]=1. Reported procedure: The crude product containing 4-benzyloxy-2-iodo-1-methybenzene (32.9 g, 101.5 mmol) obtained in Step 1 above and triisopropyl borate (28.1 ml, 121.8 mmol) were placed in a reaction vessel, and then tetrahydrofuran (43 ml) and toluene (170 ml) were added thereto. The resulting mixture was cooled to −78° C., and n-butyllithium (1.6N; n-hexane solution, 76.2 ml, 121.9 mmol) was added dropwise thereto over 30 minutes. The resulting reaction solution was stirred at −78° C. for 30 minutes. After the s... Reactants: FC1=CC=C(C2=CC=CC=C12)O (4-fluoro-1-hydroxynaphthalene), C(C)(C)N(CC)C(C)C (diisopropylethylamine), C([O-])(O)=O.[Na+] (sodium bicarbonate), COCCl (methoxymethylchloride). The solvent is ClCCl (dichloromethane). Conditions: temperature 0 celsius, time 0.5 hour. Yields the product FC1=CC=C(C2=CC=CC=C12)OCOC (4-fluoro-1-methoxymethoxynaphthalene). Reaction SMILES: [F:1][C:2]1[C:11]2[C:6](=[CH:7][CH:8]=[CH:9][CH:10]=2)[C:5]([OH:12])=[CH:4][CH:3]=1.C(N(C(C)C)CC)(C)C.[CH3:22][O:23][CH2:24]Cl.C(=O)(O)[O-].[Na+]>ClCCl>[F:1][C:2]1[C:11]2[C:6](=[CH:7][CH:8]=[CH:9][CH:10]=2)[C:5]([O:12][CH2:22][O:23][CH3:24])=[CH:4][CH:3]=1 |f:3.4|. Reported procedure: To a stirred solution of 1.91 g of 4-fluoro-1-hydroxynaphthalene in 40 ml of dry dichloromethane in an ice/salt bath was added by syringe 2.64 ml of diisopropylethylamine followed by 1.11 ml of methoxymethylchloride. The mixture was stirred at 0° C. for 0.5 h, allowed to warm to ambient temperature and stirred for 14 h. The reaction mixture was poured into saturated sodium bicarbonate, extracted with dichloromethane, dried (sodium sulphate), filtered and concentrated to a yellow oil. The materia... Starting materials: ClC1=C(C(=CC=C1)Cl)N1N=CC(=C1COC1=CC(=C(C=C1)NC)C)C(C)C ({4-[2-(2,6-dichloro-phenyl)-4-isopropyl-2H-pyrazol-3-ylmethoxy]-2-methyl-phenyl}-methyl-amine), COC(CC1=CC=C(C=C1)CBr)=O ((4-bromomethyl-phenyl)-acetic acid methyl ester), C([O-])([O-])=O.[Cs+].[Cs+] (cesium carbonate). Solvent: C(C)#N (acetonitrile). Reaction conditions: temperature 80 celsius. Yields the product COC(CC1=CC=C(C=C1)CN(C)C1=C(C=C(C=C1)OCC=1N(N=CC1C(C)C)C1=C(C=CC=C1Cl)Cl)C)=O ({4-[({4-[2-(2,6-Dichloro-phenyl)-4-isopropyl-2H-pyrazol-3-ylmethoxy]-2-methyl-phenyl}-methyl-amino)-methyl]-phenyl}-acetic Acid Methyl Ester). Yield: 67.5%. RXN SMILES: [Cl:1][C:2]1[CH:7]=[CH:6][CH:5]=[C:4]([Cl:8])[C:3]=1[N:9]1[C:13]([CH2:14][O:15][C:16]2[CH:21]=[CH:20][C:19]([NH:22][CH3:23])=[C:18]([CH3:24])[CH:17]=2)=[C:12]([CH:25]([CH3:27])[CH3:26])[CH:11]=[N:10]1.[CH3:28][O:29][C:30](=[O:40])[CH2:31][C:32]1[CH:37]=[CH:36][C:35]([CH2:38]Br)=[CH:34][CH:33]=1.C(=O)([O-])[O-].[Cs+].[Cs+]>C(#N)C>[CH3:28][O:29][C:30](=[O:40])[CH2:31][C:32]1[CH:37]=[CH:36][C:35]([CH2:38][N:22]([C:19]2[CH:20]=[CH:21][C:16]([O:15][CH2:14][C:13]3[N:9]([C:3]4[C:4]([Cl:8])=[CH:5][CH:6]=[CH:7][C:2]=4[Cl:1])[N:10]=[CH:11][C:12]=3[CH:25]([CH3:27])[CH3:26])=[CH:17][C:18]=2[CH3:24])[CH3:23])=[CH:34][CH:33]=1 |f:2.3.4|. Procedure details: To an ambient temperature solution of {4-[2-(2,6-dichloro-phenyl)-4-isopropyl-2H-pyrazol-3-ylmethoxy]-2-methyl-phenyl}-methyl-amine (82 mg, 0.204 mmol) in acetonitrile (3 mL) are added (4-bromomethyl-phenyl)-acetic acid methyl ester (52 mg, 0.214 mmol) and cesium carbonate (133 mg, 0.408 mmol). The reaction mixture is heated to 80° C. overnight. The reaction mixture is concentrated under reduced pressure. The residue is chromatographed (SiO2 40 g, 0% to 20% EtOAc/Hex). Reversed phase HPLC (C18 O... The reactants are CC(=O)[O-], CCO, Cl, CC(C)(C)c1cc(C=O)c(O)c(C(F)(F)F)c1, NO, [Na+], O. Product: CC(C)(C)c1cc(C=NO)c(O)c(C(F)(F)F)c1. RXN SMILES: [CH3:22][C:23](=[O:24])[O-:25].[CH3:26][CH2:27][OH:28].[ClH:18].[F:1][C:2]([c:3]1[c:4]([OH:15])[c:5]([CH:6]=[O:7])[cH:8][c:9]([C:11]([CH3:12])([CH3:13])[CH3:14])[cH:10]1)([F:16])[F:17].[NH2:19][OH:20].[Na+:21].[OH2:29]>>[F:1][C:2]([c:3]1[c:4]([OH:15])[c:5]([CH:6]=[N:19][OH:20])[cH:8][c:9]([C:11]([CH3:12])([CH3:13])[CH3:14])[cH:10]1)([F:16])[F:17]. Starting materials: CC(C)(C)OC(=O)N1CCN(c2cccc3c2ccn3C(=O)OC(C)(C)C)CC1, [Li]C(C)(C)C, C1CCOC1, O=S(=O)(F)c1ccccc1F. The product is CC(C)(C)OC(=O)N1CCN(c2cccc3c2cc(S(=O)(=O)c2ccccc2F)n3C(=O)OC(C)(C)C)CC1. Reaction SMILES: [C:1]([CH3:2])([CH3:3])([CH3:4])[O:5][C:6](=[O:7])[n:8]1[cH:9][cH:10][c:11]2[c:12]([N:17]3[CH2:18][CH2:19][N:20]([C:23](=[O:24])[O:25][C:26]([CH3:27])([CH3:28])[CH3:29])[CH2:21][CH2:22]3)[cH:13][cH:14][cH:15][c:16]12.[C:30]([Li:31])([CH3:32])([CH3:33])[CH3:34].[CH2:46]1[O:47][CH2:48][CH2:49][CH2:50]1.[F:35][c:36]1[c:37]([S:42](=[O:43])(=[O:44])[F:45])[cH:38][cH:39][cH:40][cH:41]1>>[C:1]([CH3:2])([CH3:3])([CH3:4])[O:5][C:6](=[O:7])[n:8]1[c:9]([S:42]([c:37]2[c:36]([F:35])[cH:41][cH:40][cH:39][cH:38]2)(=[O:43])=[O:44])[cH:10][c:11]2[c:12]([N:17]3[CH2:18][CH2:19][N:20]([C:23](=[O:24])[O:25][C:26]([CH3:27])([CH3:28])[CH3:29])[CH2:21][CH2:22]3)[cH:13][cH:14][cH:15][c:16]12. The reactants are CC(=CC(=O)Cl)C (3-Methylbut-2-en-oylchloride), CC1=C(N)C=CC=C1 (2-methylaniline). Run in N1=CC=CC=C1 (pyridine). The product is O=C(C=C(C)C)NC1=C(C=CC=C1)C (N-(1-Oxo-3-methylbut-2-en-yl)-2-methylaniline), 105. RXN SMILES: [CH3:1][C:2]([CH3:7])=[CH:3][C:4](Cl)=[O:5].[CH3:8][C:9]1[CH:15]=[CH:14][CH:13]=[CH:12][C:10]=1[NH2:11]>N1C=CC=CC=1>[O:5]=[C:4]([NH:11][C:10]1[CH:12]=[CH:13][CH:14]=[CH:15][C:9]=1[CH3:8])[CH:3]=[C:2]([CH3:7])[CH3:1]. Procedure: 3-Methylbut-2-en-oylchloride (24.2 g) was added dropwise to a stirred solution of 2-methylaniline (20 g) in anhydrous pyridine (200 cm3) cooled to 0°. After 1 hour solvent was evaporated in vacuo to yield a solid which was recrystallised from ether/petroleum ether (boiling range 40-60) to afford the title compound, m.p. 105 (29.5 g).